This data is from the Open Reaction Database (ORD), a public repository of structured organic reaction records. The task is: describe an organic reaction: reactants, conditions, products, and yield The reactants are CC(C)Sc1c[nH]cn1, O=C(OO)c1cccc(Cl)c1, ClCCl, [Na+], [OH-], O=C(O)C(F)(F)F. Yields the product CC(C)S(=O)(=O)c1c[nH]cn1. RXN SMILES: [CH:1]([CH3:2])([CH3:3])[S:4][c:5]1[n:6][cH:7][nH:8][cH:9]1.[Cl:17][c:18]1[cH:19][cH:20][cH:21][c:22]([C:23]([O:24][OH:25])=[O:26])[cH:27]1.[Cl:30][CH2:31][Cl:32].[Na+:29].[OH-:28].[OH:10][C:11]([C:12]([F:13])([F:14])[F:15])=[O:16]>>[CH:1]([CH3:2])([CH3:3])[S:4]([c:5]1[n:6][cH:7][nH:8][cH:9]1)(=[O:10])=[O:28]. The reactants are C(C)(C)C1=C(C(=CC=C1)C(C)C)NS(=O)(=O)CC(=O)NC=1N=NN(N1)CCCCCCCCCCCC (2-(2,6-Diisopropyl-phenylsulfamoyl)-N-(dodecyl-2-H-tetrazol-5-yl)-acetamide), C(CCCCCCCCCCC)N (N-dodecylamine). The product is C(C)(C)C1=C(C(=CC=C1)C(C)C)NS(=O)(=O)CC(=O)NCCCCCCCCCCCC (2-(2,6-Diisopropylphenylsulfamoyl)-N-dodecyl-acetamide). As a reaction SMILES: [CH:1]([C:4]1[CH:9]=[CH:8][CH:7]=[C:6]([CH:10]([CH3:12])[CH3:11])[C:5]=1[NH:13][S:14]([CH2:17][C:18]([NH:20][C:21]1N=NN(CCCCCCCCCCCC)N=1)=[O:19])(=[O:16])=[O:15])([CH3:3])[CH3:2].[CH2:38](N)[CH2:39][CH2:40][CH2:41][CH2:42][CH2:43][CH2:44][CH2:45][CH2:46][CH2:47][CH2:48]C>>[CH:1]([C:4]1[CH:9]=[CH:8][CH:7]=[C:6]([CH:10]([CH3:11])[CH3:12])[C:5]=1[NH:13][S:14]([CH2:17][C:18]([NH:20][CH2:21][CH2:48][CH2:47][CH2:46][CH2:45][CH2:44][CH2:43][CH2:42][CH2:41][CH2:40][CH2:39][CH3:38])=[O:19])(=[O:15])=[O:16])([CH3:3])[CH3:2]. Procedure: This compound was prepared in the same manner as for the title compound of Example 2, except that 2-DAT was replaced with N-dodecylamine, mp 83°-85° C. The reactants are FC=1C=C(C(=O)C=2C=C3C(=CC2)N(CC32CCN(CC2)C(=O)OC(C)(C)C)C=2C3=C(N=CN2)CC[C@H]3C)C=CC1 ((R)-tert-butyl 5-(3-fluorobenzoyl)-1-(5-methyl-6,7-dihydro-5H-cyclopenta[d]pyrimidin-4-yl)spiro[indoline-3,4′-piperidine]-1′-carboxylate), [BH4-].[Na+] (NaBH4). Solvent: CO (MeOH). Reaction conditions: time 1.5 hour. Product: FC=1C=C(C=CC1)C(C=1C=C2C(=CC1)N(CC21CCN(CC1)C(=O)OC(C)(C)C)C=1C2=C(N=CN1)CC[C@H]2C)O (tert-butyl 5-((3-fluorophenyl)(hydroxy)methyl)-1-((R)-5-methyl-6,7-dihydro-5H-cyclopenta[d]pyrimidin-4-yl)spiro[indoline-3,4′-piperidine]-1′-carboxylate). The yield is 73.9%. As a reaction SMILES: [F:1][C:2]1[CH:3]=[C:4]([CH:38]=[CH:39][CH:40]=1)[C:5]([C:7]1[CH:8]=[C:9]2[C:15]3([CH2:20][CH2:19][N:18]([C:21]([O:23][C:24]([CH3:27])([CH3:26])[CH3:25])=[O:22])[CH2:17][CH2:16]3)[CH2:14][N:13]([C:28]3[C:29]4[C@H:36]([CH3:37])[CH2:35][CH2:34][C:30]=4[N:31]=[CH:32][N:33]=3)[C:10]2=[CH:11][CH:12]=1)=[O:6].[BH4-].[Na+]>CO>[F:1][C:2]1[CH:3]=[C:4]([CH:5]([OH:6])[C:7]2[CH:8]=[C:9]3[C:15]4([CH2:20][CH2:19][N:18]([C:21]([O:23][C:24]([CH3:27])([CH3:26])[CH3:25])=[O:22])[CH2:17][CH2:16]4)[CH2:14][N:13]([C:28]4[C:29]5[C@H:36]([CH3:37])[CH2:35][CH2:34][C:30]=5[N:31]=[CH:32][N:33]=4)[C:10]3=[CH:11][CH:12]=2)[CH:38]=[CH:39][CH:40]=1 |f:1.2|. Reported procedure: To a stirred solution of (R)-tert-butyl 5-(3-fluorobenzoyl)-1-(5-methyl-6,7-dihydro-5H-cyclopenta[d]pyrimidin-4-yl)spiro[indoline-3,4′-piperidine]-1′-carboxylate (0.047 g, 0.087 mmol) in MeOH (0.5 mL) was added NaBH4 (0.0036 g, 0.095 mmol) at about 0° C. The reaction was stirred for 1.5 hours and quenched by the addition of saturated NH4Cl solution. The solvent was evaporated under reduced pressure. The solid was dissolved in water and extracted with EtOAc. The combined extracts were washed with... The reactants are O=Cc1cc(O)c(O)c(Br)c1, [F-], [K+], CN(C)C=O. The product is O=Cc1cc(Br)c2c(c1)OCO2. Reaction SMILES: [Br:1][c:2]1[cH:3][c:4]([CH:5]=[O:6])[cH:7][c:8]([OH:11])[c:9]1[OH:10].[F-:12].[K+:13].[O:14]=[CH:15][N:16]([CH3:17])[CH3:18]>>[Br:1][c:2]1[cH:3][c:4]([CH:5]=[O:6])[cH:7][c:8]2[c:9]1[O:10][CH2:15][O:11]2.